From a dataset of the Open Reaction Database (ORD), a public repository of structured organic reaction records. describe an organic reaction: reactants, conditions, products, and yield Starting materials: [H-].[Na+] (NaH), [Li]CCCC (n-BuLi), hexanes, C(CC(=O)C)(=O)OCC (ethyl acetoacetate), FC1=CC=C(C=C1)C(=C(C=CC=O)C=1N=NN(N1)C(C)(C)C)C1=CC=C(C=C1)F (5,5-bis(4-fluorophenyl)-4-[2-(1,1-dimethylethyl)-2H-tetrazol-5-yl]-2,4-pentadienal). Run in O1CCCC1 (tetrahydrofuran), O1CCCC1 (tetrahydrofuran). Conditions: temperature 78 celsius, time 5 minute. Product: FC1=CC=C(C=C1)C(=C(C=CC(CC(CC(=O)OCC)=O)O)C=1N=NN(N1)C(C)(C)C)C1=CC=C(C=C1)F (Ethyl 9,9-bis(4-fluorophenyl)-5-hydroxy-8-[2-(1,1-dimethylethyl)-2H-tetrazol-5-yl]-3-oxo-6,8-nonadienoate). As a reaction SMILES: [C:1]([O:7][CH2:8][CH3:9])(=[O:6])[CH2:2][C:3]([CH3:5])=[O:4].[H-].[Na+].[Li]CCCC.[F:17][C:18]1[CH:23]=[CH:22][C:21]([C:24]([C:39]2[CH:44]=[CH:43][C:42]([F:45])=[CH:41][CH:40]=2)=[C:25]([C:30]2[N:31]=[N:32][N:33]([C:35]([CH3:38])([CH3:37])[CH3:36])[N:34]=2)[CH:26]=[CH:27][CH:28]=[O:29])=[CH:20][CH:19]=1>O1CCCC1>[F:17][C:18]1[CH:23]=[CH:22][C:21]([C:24]([C:39]2[CH:44]=[CH:43][C:42]([F:45])=[CH:41][CH:40]=2)=[C:25]([C:30]2[N:31]=[N:32][N:33]([C:35]([CH3:38])([CH3:36])[CH3:37])[N:34]=2)[CH:26]=[CH:27][CH:28]([OH:29])[CH2:5][C:3](=[O:4])[CH2:2][C:1]([O:7][CH2:8][CH3:9])=[O:6])=[CH:20][CH:19]=1 |f:1.2|. Reported procedure: A solution of the dianion of ethyl acetoacetate (400 μL, 3.1 mmoles) in 8 mL of dry tetrahydrofuran was generated as described in Example 10 using 130 mg (3.2 mmoles) of NaH (60% in mineral oil) and 2.5M n-BuLi in hexanes (1.27 mL, 3.2 mmoles) at 0° C. under argon. The orange dianion solution, after being chilled to 31 78° C., was transferred via a cannula into a tetrahydrofuran (12 mL) solution at -78° C. containing 5,5-bis(4-fluorophenyl)-4-[2-(1,1-dimethylethyl)-2H-tetrazol-5-yl]-2,4-pentadie... Yields the product OC1(C2C(C3C(C13)C2)C2=NC=1N(C(N(C(C1N2)=O)CCC)=O)CCC)CO (8-(5-Hydroxy-5-hydroxymethyl-tricyclo[2.2.1.02,6]hept-3-yl)-1,3-dipropyl-3,7-dihydro-purine-2,6-dione). As a reaction SMILES: C=C1[CH:7]2[CH:5]3[CH:6]2CC1[CH:4]3[C:9]1[NH:17][C:16]2[C:15](=[O:18])[N:14]([CH2:19][CH2:20][CH3:21])[C:13](=[O:22])[N:12]([CH2:23][CH2:24][CH3:25])[C:11]=2[N:10]=1.C[N+]1([O-])CC[O:30][CH2:29]C1.[CH3:34][C:35]([CH3:37])=[O:36].O>O=[Os](=O)(=O)=O>[OH:36][C:35]1([CH2:29][OH:30])[CH:37]2[CH:5]3[CH:6]2[CH2:7][CH:34]1[CH:4]3[C:9]1[NH:17][C:16]2[C:15](=[O:18])[N:14]([CH2:19][CH2:20][CH3:21])[C:13](=[O:22])[N:12]([CH2:23][CH2:24][CH3:25])[C:11]=2[N:10]=1 |f:2.3|. The reactants are C=C1C2C(C3C(C13)C2)C2=NC=1N(C(N(C(C1N2)=O)CCC)=O)CCC (8-(5-Methylene-tricyclo[2.2.1.02,6]hept-3-yl)-1,3-dipropyl-3,7-dihydro-purine-2,6-dione), C[N+]1(CCOCC1)[O-] (N-Methylmorpholine-N-oxide), CC(=O)C.O (acetone water). The reagents and catalysts are O=[Os](=O)(=O)=O (OsO4). Reported procedure: 8-(5-Methylene-tricyclo[2.2.1.02,6]hept-3-yl)-1,3-dipropyl-3,7-dihydro-purine-2,6-dione (284 mg) was taken in acetone:water (1:1, 5 ml) at 0° C. OsO4 (2 ml) was added and the mixture was stirred for 15 min. N-Methylmorpholine-N-oxide (120 mg) was added and the mixture was stirred at room temperature overnight. The next day the reaction mixture was quenched with NaHSO3 solution, extracted with ethyl acetate (3×25 ml). Combined organic layer was washed with water, brine and dried over Na2SO4. Afte... Run at time 15 minute. Starting materials: FC(C(=O)O)(F)F (Trifluoroacetic acid), FC1=C(C=CC=C1F)[C@@H]1CC[C@H](C(N(C1)CCOC)=O)NC(OC(C)(C)C)=O (tert-butyl (3R,6S)-6-(2,3-difluorophenyl)-1-(2-methoxyethyl)-2-oxoazepan-3-ylcarbamate). The solvent is ClCCl (dichloromethane). Conditions: time 1 hour. The product is N[C@H]1C(N(C[C@@H](CC1)C1=C(C(=CC=C1)F)F)CCOC)=O ((3R,6S)-3-Amino-6-(2,3-difluorophenyl)-1-(2-methoxyethyl)azepan-2-one). RXN SMILES: FC(F)(F)C(O)=O.[F:8][C:9]1[C:14]([F:15])=[CH:13][CH:12]=[CH:11][C:10]=1[C@H:16]1[CH2:22][N:21]([CH2:23][CH2:24][O:25][CH3:26])[C:20](=[O:27])[C@H:19]([NH:28]C(=O)OC(C)(C)C)[CH2:18][CH2:17]1>ClCCl>[NH2:28][C@@H:19]1[CH2:18][CH2:17][C@@H:16]([C:10]2[CH:11]=[CH:12][CH:13]=[C:14]([F:15])[C:9]=2[F:8])[CH2:22][N:21]([CH2:23][CH2:24][O:25][CH3:26])[C:20]1=[O:27]. Reported procedure: Trifluoroacetic acid (2.5 mL) was added to a solution of tert-butyl (3R,6S)-6-(2,3-difluorophenyl)-1-(2-methoxyethyl)-2-oxoazepan-3-ylcarbamate (99 mg, 0.248 mmol) in dichloromethane (5 mL). After 1 h, the solution was concentrated and azeotroped with toluene (2×). Saturated aqueous sodium bicarbonate solution was added and the mixture was extracted with dichloromethane (3×). The combined organic extracts were washed with saturated brine, dried over magnesium sulfate, filtered and concentrated. ... Starting materials: N1=C(C=CC=C1)CC#N (2-pyridyl acetonitrile), ClCCN(C(C)C)C(C)C (1-chloro 2-diisopropylamino ethane), [OH-].[Na+] (sodium hydroxide). The reagents and catalysts are [Cl-].C(C1=CC=CC=C1)[N+](C)(C)C (benzyltrimethylammonium chloride). The solvent is O (water). Reaction conditions: temperature 35 celsius. Yields the product C(C)(C)N(CCC(C#N)C1=NC=CC=C1)C(C)C (4-diisopropylamino 2-(2-pyridyl)butyronitrile). Reaction SMILES: [N:1]1[CH:6]=[CH:5][CH:4]=[CH:3][C:2]=1[CH2:7][C:8]#[N:9].Cl[CH2:11][CH2:12][N:13]([CH:17]([CH3:19])[CH3:18])[CH:14]([CH3:16])[CH3:15].[OH-].[Na+]>[Cl-].C([N+](C)(C)C)C1C=CC=CC=1.O>[CH:14]([N:13]([CH:17]([CH3:19])[CH3:18])[CH2:12][CH2:11][CH:7]([C:2]1[CH:3]=[CH:4][CH:5]=[CH:6][N:1]=1)[C:8]#[N:9])([CH3:16])[CH3:15] |f:2.3,4.5|. Reported procedure: 8 g of 2-pyridyl acetonitrile, 8.8 g of 1-chloro 2-diisopropylamino ethane and 0.27 g of benzyltrimethylammonium chloride are mixed, then, maintaining the temperature below 35° C., 35 ml of 50% sodium hydroxide solution are added. The mixture is heated to 35° C. for 5 hours. After cooling, it is diluted with water and extracted with ether. The organic phase is separated and dried over sodium sulfate, then the solvent is evaporated to dryness. Reactants: S(=O)([O-])S(=O)[O-].[Na+].[Na+] (Sodium hydrosulphite), [O-][Si](=O)[O-].[Mg+2] (Florisil), O (H2O), 4aS,8aR-2,2-dimethyl-4,4a,6,8a-tetrahydro-pyrano[3,2-d][1,3]dioxine, C[N+]1(CCOCC1)[O-] (NMO), C1CCOC1.C(C)(C)(C)O.O (THF tert-BuOH-H2O). Reagents/catalysts: O=[Os](=O)(=O)=O (OsO4). Run at time 5 minute. Product: CC1(OC[C@H]2[C@H](O1)[C@H]([C@H](CO2)O)O)C ((+)-(4aS,7S,8S,8aR)-2,2-dimethyl-hexahydro-pyrano[3,2-d][1,3]dioxine-7,8-diol). RXN SMILES: C[N+]1([O-])[CH2:7][CH2:6][O:5][CH2:4][CH2:3]1.S(S([O-])=O)([O-])=O.[Na+].[Na+].[O-][Si]([O-])=O.[Mg+2].[OH2:22].C1C[O:26][CH2:25][CH2:24]1.[C:28]([OH:32])([CH3:31])([CH3:30])C.[OH2:33]>O=[Os](=O)(=O)=O>[CH3:31][C:28]1([CH3:30])[O:32][C@@H:24]2[C@@H:25]([OH:26])[C@@H:7]([OH:33])[CH2:6][O:5][C@H:4]2[CH2:3][O:22]1 |f:1.2.3,4.5,7.8.9|. Procedure details: To a solution of optically pure (4aS,8aR-2,2-dimethyl-4,4a,6,8a-tetrahydro-pyrano[3,2-d][1,3]dioxine (50 mg, 0.29 mmol) in 4.5 mL of THF-tert-BuOH-H2O (1:3:0.5) was added NMO (45 mg, 0.32 mmol) and the solution was stirred for 5 min. at ambient temperature. OsO4 (15 μL, 25 wt % In tert-BuOH) was added and the solution was stirred at ambient temperature for 4 days. Sodium hydrosulphite (0.2 g), Florisil (2.0 g) and H2O (5 ml) were added and the mixture was stirred for 30 min, wash with acetone (1... The reactants are O=C(Cl)c1ccc(Br)cc1, CN(C)C1CCNC1, ClCCl, c1ccncc1. The product is CN(C)C1CCN(C(=O)c2ccc(Br)cc2)C1. Reaction SMILES: [Br:1][c:2]1[cH:3][cH:4][c:5]([C:6](=[O:7])[Cl:8])[cH:9][cH:10]1.[CH3:17][N:18]([CH:19]1[CH2:20][NH:21][CH2:22][CH2:23]1)[CH3:24].[Cl:25][CH2:26][Cl:27].[cH:11]1[cH:12][cH:13][n:14][cH:15][cH:16]1>>[Br:1][c:2]1[cH:3][cH:4][c:5]([C:6](=[O:7])[N:21]2[CH2:20][CH:19]([N:18]([CH3:17])[CH3:24])[CH2:23][CH2:22]2)[cH:9][cH:10]1. Reactants: FC1=C(C=CC(=C1)C(C(=O)O)(C)O)C1=CC=CC=C1 (2-(2-fluoro-4-biphenylyl)-2-hydroxypropionic acid), polyphosphoric acid. Run at temperature 100 celsius. Procedure: The product of Example 1 (2 g.) was mixed with polyphosphoric acid (10 g.) and heated at 100° C. for 30 minutes. Water was added and the mixture stirred and extracted with ether. The extract was dried, filtered and evaporated to give crude 2-(2-fluoro-4-biphenylyl)acrylic acid in a yield of 91%, m.p. 169°-172° C. This was recrystallised from a mixture of ether and light petroleum (b.p. 40°-60° C.) to give pure material, m.p. 176°-177° C. As a reaction SMILES: [F:1][C:2]1[CH:7]=[C:6]([C:8](O)([CH3:12])[C:9]([OH:11])=[O:10])[CH:5]=[CH:4][C:3]=1[C:14]1[CH:19]=[CH:18][CH:17]=[CH:16][CH:15]=1>O>[F:1][C:2]1[CH:7]=[C:6]([C:8](=[CH2:12])[C:9]([OH:11])=[O:10])[CH:5]=[CH:4][C:3]=1[C:14]1[CH:15]=[CH:16][CH:17]=[CH:18][CH:19]=1. Solvent: O (Water). The product is FC1=C(C=CC(=C1)C(C(=O)O)=C)C1=CC=CC=C1 (2-(2-fluoro-4-biphenylyl)acrylic acid). Yield: 91.0%.